Dataset: the Open Reaction Database (ORD), a public repository of structured organic reaction records. Task: describe an organic reaction: reactants, conditions, products, and yield Starting materials: [F-].[K+] (KF), BrC1=CC=2C(C3=CC(=CC=C3C2C=C1)Br)(CCCCCCBr)CCCCCCBr (2,7-Dibromo-9,9-bis(6-bromohexyl)-9H-fluorene), C(C)(C)(C)C1=C(C(=CC=C1)C(C)(C)C)O (2,6-ditert-butylphenol), C(CCC)C(=C(CCCC)CCCC)[Sn] (tributylvinyltin). Reagents/catalysts: Cl[Pd]([P](C1=CC=CC=C1)(C2=CC=CC=C2)C3=CC=CC=C3)([P](C4=CC=CC=C4)(C5=CC=CC=C5)C6=CC=CC=C6)Cl (PdCl2(PPh3)2). Run in C1(=CC=CC=C1)C (toluene), CCOCC (ether). Reaction conditions: temperature 100 celsius, time 20 hour. The product is BrCCCCCCC1(C2=CC(=CC=C2C=2C=CC(=CC12)C=C)C=C)CCCCCCBr (9,9-Bis(6′-bromohexyl)-2,7-divinylfluorene). Reaction SMILES: BrC1C=C[C:12]2[C:11]3[C:6](=CC(Br)=[CH:9][CH:10]=3)[C:5]([CH2:23][CH2:24][CH2:25][CH2:26][CH2:27][CH2:28][Br:29])([CH2:16][CH2:17][CH2:18][CH2:19][CH2:20][CH2:21][Br:22])[C:4]=2C=1.[C:30]([C:34]1[CH:39]=[CH:38][CH:37]=[C:36](C(C)(C)C)[C:35]=1O)([CH3:33])(C)C.[CH2:45](C([Sn])=C(CCCC)CCCC)[CH2:46]CC.[F-].[K+]>CCOCC.Cl[Pd](Cl)([P](C1C=CC=CC=1)(C1C=CC=CC=1)C1C=CC=CC=1)[P](C1C=CC=CC=1)(C1C=CC=CC=1)C1C=CC=CC=1.C1(C)C=CC=CC=1>[Br:22][CH2:21][CH2:20][CH2:19][CH2:18][CH2:17][CH2:16][C:5]1([CH2:23][CH2:24][CH2:25][CH2:26][CH2:27][CH2:28][Br:29])[C:35]2[CH:36]=[C:37]([CH:45]=[CH2:46])[CH:38]=[CH:39][C:34]=2[C:30]2[C:4]1=[CH:12][C:11]([CH:10]=[CH2:9])=[CH:6][CH:33]=2 |f:3.4,^1:46,69,88|. Procedure: A flask with a stirring bar was charged with a mixture of compound 1 (1.000 g, 1.54 mmol), PdCl2(PPh3)2 (0.0588 g, 0.065 mmol), a few crystals of 2,6-ditert-butylphenol, and toluene (15.0 mL). The mixture was heated to 100° C. under nitrogen, and tributylvinyltin (1.125 g, 3.534 mmol) was added dropwise. The mixture was further heated for 23 hours. It was subsequently diluted with 60 mL of ether and treated with KF solution (˜10%). The mixture was stirred for 20 hours and followed by filtration ... Reactants: CC(=O)[O-], CC(=O)[O-], O=S1(=O)NC2CCCN2c2ccc(O)cc21, CN(Cc1ccc(B(O)O)cc1)S(C)(=O)=O, ClCCl, [Cu+2], c1ccncc1. The product is CN(Cc1ccc(Oc2ccc3c(c2)S(=O)(=O)NC2CCCN32)cc1)S(C)(=O)=O. Reaction SMILES: [C:42]([O-:43])(=[O:44])[CH3:45].[C:47]([O-:48])(=[O:49])[CH3:50].[CH2:1]1[CH2:2][CH2:3][CH:4]2[NH:5][S:6](=[O:15])(=[O:16])[c:7]3[c:8]([cH:10][cH:11][c:12]([OH:14])[cH:13]3)[N:9]12.[CH3:17][N:18]([S:19](=[O:20])(=[O:21])[CH3:22])[CH2:23][c:24]1[cH:25][cH:26][c:27]([B:30]([OH:31])[OH:32])[cH:28][cH:29]1.[Cl:39][CH2:40][Cl:41].[Cu+2:46].[cH:33]1[cH:34][cH:35][n:36][cH:37][cH:38]1>>[CH2:1]1[CH2:2][CH2:3][CH:4]2[NH:5][S:6](=[O:15])(=[O:16])[c:7]3[c:8]([cH:10][cH:11][c:12]([O:14][c:27]4[cH:26][cH:25][c:24]([CH2:23][N:18]([CH3:17])[S:19](=[O:20])(=[O:21])[CH3:22])[cH:29][cH:28]4)[cH:13]3)[N:9]12. Starting materials: C(C)(=O)NNC(=O)C=1NC2=C(C=CC=C2C1)NS(=O)(=O)C=1SC=CC1 (N-{2-[(2-acetylhydrazino)carbonyl]-1H-indol-7-yl}thiophene-2-sulfonamide), COC=1C=CC(=CC1)P2(=S)SP(=S)(S2)C=3C=CC(=CC3)OC (Lawesson's reagent). The solvent is O1CCCC1 (tetrahydrofuran). Run at temperature 50 celsius, time 8 hour. The product is CC1=NN=C(S1)C=1NC2=C(C=CC=C2C1)NS(=O)(=O)C=1SC=CC1 (N-[2-(5-Methyl-1,3,4-thiadiazol-2-yl)-1H-indol-7-yl]thiophene-2-sulfonamide). The yield is 69.6%. RXN SMILES: [C:1]([NH:4][NH:5][C:6]([C:8]1[NH:9][C:10]2[C:15]([CH:16]=1)=[CH:14][CH:13]=[CH:12][C:11]=2[NH:17][S:18]([C:21]1[S:22][CH:23]=[CH:24][CH:25]=1)(=[O:20])=[O:19])=O)(=O)[CH3:2].COC1C=CC(P2(SP(C3C=CC(OC)=CC=3)(=S)S2)=[S:35])=CC=1>O1CCCC1>[CH3:2][C:1]1[S:35][C:6]([C:8]2[NH:9][C:10]3[C:15]([CH:16]=2)=[CH:14][CH:13]=[CH:12][C:11]=3[NH:17][S:18]([C:21]2[S:22][CH:23]=[CH:24][CH:25]=2)(=[O:20])=[O:19])=[N:5][N:4]=1. Reported procedure: A mixture of N-{2-[(2-acetylhydrazino)carbonyl]-1H-indol-7-yl}thiophene-2-sulfonamide (0.65 g), Lawesson's reagent (0.76 g) and tetrahydrofuran (30 mL) was stirred at 50° C. overnight. The resulting crystals were filtrated, washed with tetrahydrofuran, and dried to give the title compound (0.45 g, yield 71%) as colorless crystals. melting point 308-309° C. Reactants: CC(=O)O, CCOC(=O)c1ncn(Cc2ccc(C(=O)c3ccc(Cl)cc3)cc2)c1C(OCC)OCC, O. The product is CCOC(=O)c1ncn(Cc2ccc(C(=O)c3ccc(Cl)cc3)cc2)c1C=O. Reaction SMILES: [CH3:34][C:35](=[O:36])[OH:37].[Cl:1][c:2]1[cH:3][cH:4][c:5]([C:6](=[O:7])[c:8]2[cH:9][cH:10][c:11]([CH2:12][n:13]3[cH:14][n:15][c:16]([C:25](=[O:26])[O:27][CH2:28][CH3:29])[c:17]3[CH:18]([O:19][CH2:23][CH3:24])[O:20][CH2:21][CH3:22])[cH:30][cH:31]2)[cH:32][cH:33]1.[OH2:38]>>[Cl:1][c:2]1[cH:3][cH:4][c:5]([C:6](=[O:7])[c:8]2[cH:9][cH:10][c:11]([CH2:12][n:13]3[cH:14][n:15][c:16]([C:25](=[O:26])[O:27][CH2:28][CH3:29])[c:17]3[CH:18]=[O:19])[cH:30][cH:31]2)[cH:32][cH:33]1. Reactants: Cl.CN[C@@H](CCl)C(=O)O (methyl 3-chloroalanine hydrochloride), C(C)(=O)Cl (acetyl chloride). Solvent: C1(=CC=CC=C1)C (toluene). Product: CN([C@@H](CCl)C(=O)O)C(C)=O (Methyl 3-chloro-N-acetylalanine). The yield is 91.0%. Reaction SMILES: Cl.[CH3:2][NH:3][C@H:4]([C:7]([OH:9])=[O:8])[CH2:5][Cl:6].[C:10](Cl)(=[O:12])[CH3:11]>C1(C)C=CC=CC=1>[CH3:2][N:3]([C:10](=[O:12])[CH3:11])[C@H:4]([C:7]([OH:9])=[O:8])[CH2:5][Cl:6] |f:0.1|. Procedure details: 181 g of methyl 3-chloroalanine hydrochloride were heated under reflux with 163.9 g of acetyl chloride in 1.5 l of anhydrous toluene for about 5 hours until a clear solution was obtained. This was evaporated to dryness and the residue was crystallized from ethyl acetate/petroleum ether. 170 g of product of m.p. 104° C. were obtained. Starting materials: O=C1N(C(C=2C=C3C(=CC12)C=CC=C3)=O)CC[C@H](C(=O)O)N[C@@H](CC(C)C)C(=O)N[C@@H](C)C3=CC=CC=C3 (4-(1,3-Dihydro-1,3-dioxo-2H-benz[f]isoindol-2-yl)-2-(R)-[[3-methyl-1-(S)-[[[1-(S)-phenyl-ethyl]amino]carbonyl]butyl]amino]-butanoic acid), CC(C)(C)OC([C@@H](CCN1C(C=2C=C3C(=CC2C1=O)C=CC=C3)=O)N[C@@H](CC(C)C)C(=O)NC3CS(CC3)(=O)=O)=O (4-(1,3-Dihydro-1,3-dioxo-2H-benz[f]isoindol-2-yl)-2-(R)-[[3-methyl-1-(S)-[[(1,1-dioxo-tetrahydro-thiophen-3-yl)amino]carbonyl]butyl]amino]-butanoic acid-1,1-dimethylethyl ester). Reaction SMILES: O=C1C2C=C3C=CC=CC3=CC=2C(=O)N1CC[C@@H](N[C@H](C(N[C@H](C1C=CC=CC=1)C)=O)CC(C)C)C(O)=O.CC([O:43][C:44](=[O:79])[C@H:45]([NH:63][C@H:64]([C:69]([NH:71][CH:72]1[CH2:76][CH2:75][S:74](=[O:78])(=[O:77])[CH2:73]1)=[O:70])[CH2:65][CH:66]([CH3:68])[CH3:67])[CH2:46][CH2:47][N:48]1[C:56](=[O:57])[C:55]2[CH:54]=[C:53]3[CH:58]=[CH:59][CH:60]=[CH:61][C:52]3=[CH:51][C:50]=2[C:49]1=[O:62])(C)C>>[O:62]=[C:49]1[C:50]2[CH:51]=[C:52]3[CH:61]=[CH:60][CH:59]=[CH:58][C:53]3=[CH:54][C:55]=2[C:56](=[O:57])[N:48]1[CH2:47][CH2:46][C@@H:45]([NH:63][C@H:64]([C:69]([NH:71][CH:72]1[CH2:76][CH2:75][S:74](=[O:78])(=[O:77])[CH2:73]1)=[O:70])[CH2:65][CH:66]([CH3:68])[CH3:67])[C:44]([OH:79])=[O:43]. Procedure: Prepared as described for Example 1, Part (b) by hydrolysis of the product of Part (a) above to give the title compound as a white solid; 8 mg. Product: O=C1N(C(C=2C=C3C(=CC12)C=CC=C3)=O)CC[C@H](C(=O)O)N[C@@H](CC(C)C)C(=O)NC3CS(CC3)(=O)=O (4-(1,3-Dihydro-1,3-dioxo-2H-benz[f]isoindol-2-yl)-2-(R)-[[3-methyl-1-(S)-[[(1,1-dioxo-tetrahydro-thiophen-3-yl)amino]carbonyl]butyl]amino]butanoic acid).